From a dataset of the Open Reaction Database (ORD), a public repository of structured organic reaction records. describe an organic reaction: reactants, conditions, products, and yield Reactants: COC=1C=C(CC2NCCC3=CC(=C(C=C23)OC(C)C)OC)C=CC1OC (1-(3,4-Dimethoxy-benzyl)-6-methoxy-7-isopropoxy-1,2,3,4-tetrahydroisoquinoline), BrCC(=O)Br (2-bromoacetyl bromide), NC1CCC2=CC(=CC=C12)F (1-amino-5-fluoro-indane). Product: COC=1C=C(CC2N(CCC3=CC(=C(C=C23)OC(C)C)OC)CC(=O)NC2CCC3=CC(=CC=C23)F)C=CC1OC (2-[1-(3,4-Dimethoxy-benzyl)-6-methoxy-7-isopropoxy-3,4-dihydro-1H-isoquinolin-2-yl]-N-(5-fluoro-indan-1-yl)-acetamide). RXN SMILES: [CH3:1][O:2][C:3]1[CH:4]=[C:5]([CH:23]=[CH:24][C:25]=1[O:26][CH3:27])[CH2:6][CH:7]1[C:16]2[C:11](=[CH:12][C:13]([O:21][CH3:22])=[C:14]([O:17][CH:18]([CH3:20])[CH3:19])[CH:15]=2)[CH2:10][CH2:9][NH:8]1.Br[CH2:29][C:30](Br)=[O:31].[NH2:33][CH:34]1[C:42]2[C:37](=[CH:38][C:39]([F:43])=[CH:40][CH:41]=2)[CH2:36][CH2:35]1>>[CH3:1][O:2][C:3]1[CH:4]=[C:5]([CH:23]=[CH:24][C:25]=1[O:26][CH3:27])[CH2:6][CH:7]1[C:16]2[C:11](=[CH:12][C:13]([O:21][CH3:22])=[C:14]([O:17][CH:18]([CH3:20])[CH3:19])[CH:15]=2)[CH2:10][CH2:9][N:8]1[CH2:29][C:30]([NH:33][CH:34]1[C:42]2[C:37](=[CH:38][C:39]([F:43])=[CH:40][CH:41]=2)[CH2:36][CH2:35]1)=[O:31]. Procedure details: prepared by reaction of 1-(3,4-Dimethoxy-benzyl)-6-methoxy-7-isopropoxy-1,2,3,4-tetrahydroisoquinoline and 2-bromoacetyl bromide with 1-amino-5-fluoro-indane Reactants: I.C(NN)(SC)=N (methyl thiocarbazimidate hydriodide), NCC1=NC=CN=C1 ((aminomethyl)pyrazine). Solvent: C(C)O (ethanol). Product: I.NNC(=N)NCC1=NC=CN=C1 (1-Amino-3-(pyrazinylmethyl)guanidine hydriodide). Reaction SMILES: [IH:1].[C:2](=[NH:7])(SC)[NH:3][NH2:4].[NH2:8][CH2:9][C:10]1[CH:15]=[N:14][CH:13]=[CH:12][N:11]=1>C(O)C>[IH:1].[NH2:4][NH:3][C:2]([NH:8][CH2:9][C:10]1[CH:15]=[N:14][CH:13]=[CH:12][N:11]=1)=[NH:7] |f:0.1,4.5|. Procedure details: A solution of 3.66 g. of methyl thiocarbazimidate hydriodide and 3.42 g. of (aminomethyl)pyrazine [A. Hirschberg and P. Mattner, J. Med. Chem., 11, 911 (1961)] in 50 ml. of absolute ethanol is heated at reflux for 20 hours and then concentrated to dryness under reduced pressure to give the desired product as an orange solid. The reactants are ClC1=C(C=CC(=C1)C(=N)NO)C1=C(C=C2C(=N1)OC(CC2NC(C(C)(C)C)=O)(C)C)C2=CC=C(C=C2)Cl (N-[7-{2-Chloro-4-[(hydroxyamino)(imino)methyl]phenyl}-6-(4-chlorophenyl)-2,2-dimethyl-3,4-dihydro-2H-pyrano[2,3-b]pyridin-4-yl]-2,2-dimethylpropanamide), C(OCC)(OCC)OCC (triethyl orthoformate). The reagents and catalysts are B(F)(F)F.CCOCC (BF3.Et2O). Run in CCOC(=O)C (EtOAc). Conditions: temperature 110 celsius, time 1 hour. Yields the product ClC1=C(C=CC(=C1)C1=NOC=N1)C1=C(C=C2C(=N1)OC(CC2NC(C(C)(C)C)=O)(C)C)C2=CC=C(C=C2)Cl (N-[7-[2-Chloro-4-(1,2,4-oxadiazol-3-yl)phenyl]-6-(4-chlorophenyl)-2,2-dimethyl-3,4-dihydro-2H-pyrano[2,3-b]pyridin-4-yl]-2,2-dimethylpropanamide). Reaction SMILES: [Cl:1][C:2]1[CH:7]=[C:6]([C:8]([NH:10][OH:11])=[NH:9])[CH:5]=[CH:4][C:3]=1[C:12]1[N:17]=[C:16]2[O:18][C:19]([CH3:30])([CH3:29])[CH2:20][CH:21]([NH:22][C:23](=[O:28])[C:24]([CH3:27])([CH3:26])[CH3:25])[C:15]2=[CH:14][C:13]=1[C:31]1[CH:36]=[CH:35][C:34]([Cl:37])=[CH:33][CH:32]=1.[CH:38](OCC)(OCC)OCC>B(F)(F)F.CCOCC.CCOC(C)=O>[Cl:1][C:2]1[CH:7]=[C:6]([C:8]2[N:9]=[CH:38][O:11][N:10]=2)[CH:5]=[CH:4][C:3]=1[C:12]1[N:17]=[C:16]2[O:18][C:19]([CH3:29])([CH3:30])[CH2:20][CH:21]([NH:22][C:23](=[O:28])[C:24]([CH3:27])([CH3:25])[CH3:26])[C:15]2=[CH:14][C:13]=1[C:31]1[CH:32]=[CH:33][C:34]([Cl:37])=[CH:35][CH:36]=1 |f:2.3|. Procedure details: To a suspension of the product of Step A (61 mg, 0.11 mmol) in 5.0 mL of triethyl orthoformate was added one drop of BF3.Et2O. After stirring at 110° C. for 1 h, the reaction mixture was diluted with EtOAc (20 mL) and washed with saturated aq NaHCO3 (2×50 mL) and brine (50 mL). The organic layer was separated, dried over MgSO4, and concentrated. Chromatography on a Biotage 40+S cartridge using 7:13 v/v EtOAc/hexanes as the eluant afforded the title compound: 1H NMR δ 1.27 (s, 9H), 1.48 (s, 3H), ... The product is CC1CNCCC1N(C)C. RXN SMILES: [C:1]([O:2][CH2:3][CH3:4])(=[O:5])[N:6]1[CH2:7][CH:8]([CH3:15])[CH:9]([N:12]([CH3:13])[CH3:14])[CH2:10][CH2:11]1.[Na+:17].[OH-:16]>>[NH:6]1[CH2:7][CH:8]([CH3:15])[CH:9]([N:12]([CH3:13])[CH3:14])[CH2:10][CH2:11]1. The reactants are CCOC(=O)N1CCC(N(C)C)C(C)C1, [Na+], [OH-]. Reactants: BrC=1C(=C(OC2CCN(CC2)C)C=CC1)F (4-(3-bromo-2-fluoro-phenoxy)-1-methyl-piperidine), C(C1=CC=CC=C1)(C1=CC=CC=C1)=N (benzhydrylideneamine), tris(dibenzylidineacetone)-dipalladium(0), C1(=CC=CC=C1)P(C1=C(C2=CC=CC=C2C=C1)C1=C(C=CC2=CC=CC=C12)P(C1=CC=CC=C1)C1=CC=CC=C1)C1=CC=CC=C1 (racemic-2,2′-bis(diphenylphosphino)-1,1′binaphthyl), CC(C)([O-])C.[Na+] (sodium t-butoxide). Run in C1(=CC=CC=C1)C (toluene). Reaction conditions: time 3 hour. The product is C(C1=CC=CC=C1)(C1=CC=CC=C1)=NC1=C(C(=CC=C1)OC1CCN(CC1)C)F (benzhydrylidene-[2-fluoro-3-(1-methyl-piperidin-4-yloxy)-phenyl]-amine). Reaction SMILES: Br[C:2]1[C:3]([F:16])=[C:4]([CH:13]=[CH:14][CH:15]=1)[O:5][CH:6]1[CH2:11][CH2:10][N:9]([CH3:12])[CH2:8][CH2:7]1.[C:17](=[NH:30])([C:24]1[CH:29]=[CH:28][CH:27]=[CH:26][CH:25]=1)[C:18]1[CH:23]=[CH:22][CH:21]=[CH:20][CH:19]=1.C1(P(C2C=CC=CC=2)C2C=CC3C(=CC=CC=3)C=2C2C3C(=CC=CC=3)C=CC=2P(C2C=CC=CC=2)C2C=CC=CC=2)C=CC=CC=1.CC(C)([O-])C.[Na+]>C1(C)C=CC=CC=1>[C:17](=[N:30][C:2]1[CH:15]=[CH:14][CH:13]=[C:4]([O:5][CH:6]2[CH2:11][CH2:10][N:9]([CH3:12])[CH2:8][CH2:7]2)[C:3]=1[F:16])([C:24]1[CH:25]=[CH:26][CH:27]=[CH:28][CH:29]=1)[C:18]1[CH:23]=[CH:22][CH:21]=[CH:20][CH:19]=1 |f:3.4|. Reported procedure: Heat a mixture of 4-(3-bromo-2-fluoro-phenoxy)-1-methyl-piperidine (preparation 18 or 19, 1.60 g), benzhydrylideneamine (1.21 g), tris(dibenzylidineacetone)-dipalladium(0) (0.11 g), racemic-2,2′-bis(diphenylphosphino)-1,1′binaphthyl (0.138 g) and sodium t-butoxide (0.75 g) in toluene (100 mL) and reflux. After 3 hr., cool to room temperature, load on a SCX column (10 g), wash with methanol, elute the product with 2 M NH3 in methanol. Evaporate the NH3-methanol solution and purify on a 35 g silic... Reactants: FC(S(=O)(=O)OC1=CC=C2C=C(N=CC2=C1)C(=O)OC)(F)F (methyl 7-{[(trifluoromethyl)sulfonyl]oxy}-3-isoquinolinecarboxylate), OC1=CC=C(C=C1)B(O)O ((4-hydroxyphenyl)boronic acid), tetrakistriphenylphosphine palladium(0), C(=O)([O-])[O-].[Na+].[Na+] (Na2CO3). Run in COCCOC (1,2-dimethoxyethane). Reaction conditions: temperature 50 celsius, time 90 minute. Yields the product OC1=CC=C(C=C1)C1=CC=C2C=C(N=CC2=C1)C(=O)OC (methyl 7-(4-hydroxyphenyl)-3-isoquinolinecarboxylate). The yield is 45.9%. RXN SMILES: FC(F)(F)S(O[C:7]1[CH:16]=[C:15]2[C:10]([CH:11]=[C:12]([C:17]([O:19][CH3:20])=[O:18])[N:13]=[CH:14]2)=[CH:9][CH:8]=1)(=O)=O.[OH:23][C:24]1[CH:29]=[CH:28][C:27](B(O)O)=[CH:26][CH:25]=1.C([O-])([O-])=O.[Na+].[Na+]>COCCOC>[OH:23][C:24]1[CH:29]=[CH:28][C:27]([C:7]2[CH:16]=[C:15]3[C:10]([CH:11]=[C:12]([C:17]([O:19][CH3:20])=[O:18])[N:13]=[CH:14]3)=[CH:9][CH:8]=2)=[CH:26][CH:25]=1 |f:2.3.4|. Reported procedure: A suspension of 38 g (113 mmol) of methyl 7-{[(trifluoromethyl)sulfonyl]oxy}-3-isoquinolinecarboxylate, 23.4 g (170 mmol) of (4-hydroxyphenyl)boronic acid, 6.54 g (5.67 mmol) of tetrakistriphenylphosphine palladium(0) and 200 mL of 2.0 M Na2CO3 (aq) in 700 mL of 1,2-dimethoxyethane was stirred at 50° C. for 90 min. The suspension was filtered through a pad of Celite® and the filter cake was washed with EtOAc. The combined organics were washed with water. The aqueous layer was extracted with ethy... Starting materials: CC(C)COC(=O)C(C)N, O=C(O)Cc1cc(F)cc(F)c1. The product is CC(C)COC(=O)C(C)NC(=O)Cc1cc(F)cc(F)c1. As a reaction SMILES: [CH2:13]([CH:14]([CH3:15])[CH3:16])[O:17][C:18]([CH:19]([NH2:20])[CH3:21])=[O:22].[F:1][c:2]1[cH:3][c:4]([CH2:9][C:10](=[O:11])[OH:12])[cH:5][c:6]([F:8])[cH:7]1>>[F:1][c:2]1[cH:3][c:4]([CH2:9][C:10](=[O:12])[NH:20][CH:19]([C:18]([O:17][CH2:13][CH:14]([CH3:15])[CH3:16])=[O:22])[CH3:21])[cH:5][c:6]([F:8])[cH:7]1. Reactants: C(C)(C)(C)OC(=O)N/C=1/C\C(=C/C2=C(\N1)C=C(C=C2)C2=CC=C(C=C2)C(=O)N2CCCC2)\C(=O)O ((1E,4E)-2-(tert-butoxycarbonylamino)-8-(4-(pyrrolidine-1-carbonyl)phenyl)-3H-benzo[b]azepine-4-carboxylic acid), CC1(OCC(O1)CNCCC)C (N-((2,2-dimethyl-1,3-dioxolan-4-yl)methyl)propan-1-amine). The product is N/C=1/C\C(=C/C2=C(\N1)C=C(C=C2)C2=CC=C(C=C2)C(=O)N2CCCC2)\C(=O)N(CCC)CC(CO)O ((1E,4E)-2-amino-N-(2,3-dihydroxypropyl)-N-propyl-8-(4-(pyrrolidine-1-carbonyl)phenyl)-3H-benzo[b]azepine-4-carboxamide). RXN SMILES: C(OC([NH:8][C:9]1[CH2:10][C:11]([C:33](O)=[O:34])=[CH:12][C:13]2[CH:19]=[CH:18][C:17]([C:20]3[CH:25]=[CH:24][C:23]([C:26]([N:28]4[CH2:32][CH2:31][CH2:30][CH2:29]4)=[O:27])=[CH:22][CH:21]=3)=[CH:16][C:14]=2[N:15]=1)=O)(C)(C)C.CC1(C)[O:41][CH:40]([CH2:42][NH:43][CH2:44][CH2:45][CH3:46])[CH2:39][O:38]1>>[NH2:8][C:9]1[CH2:10][C:11]([C:33]([N:43]([CH2:42][CH:40]([OH:41])[CH2:39][OH:38])[CH2:44][CH2:45][CH3:46])=[O:34])=[CH:12][C:13]2[CH:19]=[CH:18][C:17]([C:20]3[CH:21]=[CH:22][C:23]([C:26]([N:28]4[CH2:29][CH2:30][CH2:31][CH2:32]4)=[O:27])=[CH:24][CH:25]=3)=[CH:16][C:14]=2[N:15]=1. Procedure: The title compound was prepared by the procedures as described in Example 101 (Step H and I) using (1E,4E)-2-(tert-butoxycarbonylamino)-8-(4-(pyrrolidine-1-carbonyl)phenyl)-3H-benzo[b]azepine-4-carboxylic acid and N-((2,2-dimethyl-1,3-dioxolan-4-yl)methyl)propan-1-amine. Reactants: CCO, CCOC(C)=O, O=C[O-], [NH4+], [OH-], [OH-], [Pd+2], CC(C)(C)OC(=O)N1CCN(C(=O)OCc2ccccc2)CC1COc1cccnc1. The product is CC(C)(C)OC(=O)N1CCNCC1COc1cccnc1. As a reaction SMILES: [CH3:36][CH2:37][OH:38].[CH3:39][CH2:40][O:41][C:42]([CH3:43])=[O:44].[CH:32]([O-:33])=[O:34].[NH4+:35].[OH-:45].[OH-:47].[Pd+2:46].[n:1]1[cH:2][c:3]([O:7][CH2:8][CH:9]2[N:10]([C:25](=[O:26])[O:27][C:28]([CH3:29])([CH3:30])[CH3:31])[CH2:11][CH2:12][N:13]([C:15]([O:16][CH2:17][c:18]3[cH:19][cH:20][cH:21][cH:22][cH:23]3)=[O:24])[CH2:14]2)[cH:4][cH:5][cH:6]1>>[n:1]1[cH:2][c:3]([O:7][CH2:8][CH:9]2[N:10]([C:25](=[O:26])[O:27][C:28]([CH3:29])([CH3:30])[CH3:31])[CH2:11][CH2:12][NH:13][CH2:14]2)[cH:4][cH:5][cH:6]1. Reactants: CC(=O)N[C@@H](CS)C(=O)NCCSC(=O)C (I-152), C(C)(=O)N[C@@H](CSC(C1=CC=CC=C1)(C1=CC=CC=C1)C1=CC=CC=C1)C(=O)O (N-acetyl-S-trityl-L-cysteine), Cl.C(C)(=O)SCCN (S-acetylcysteamine hydrochloride), ( I ), N[C@@H](CS)C(=O)O (L-cysteine). The product is C(C)(=O)N[C@@H](CSC(C1=CC=CC=C1)(C1=CC=CC=C1)C1=CC=CC=C1)C(=O)NCCSC(C)=O (N-(N-acetyl-S-trityl-L-cysteinyl)-S-acetylcysteamine). RXN SMILES: [CH3:1][C:2]([NH:4][C@H:5]([C:8]([NH:10][CH2:11][CH2:12][S:13][C:14]([CH3:16])=[O:15])=[O:9])[CH2:6][SH:7])=[O:3].N[C@H](C(O)=O)CS.C(N[C@H](C(O)=O)CS[C:31]([C:44]1[CH:49]=[CH:48][CH:47]=[CH:46][CH:45]=1)([C:38]1[CH:43]=[CH:42][CH:41]=[CH:40][CH:39]=1)[C:32]1[CH:37]=[CH:36][CH:35]=[CH:34][CH:33]=1)(=O)C.Cl.C(SCCN)(=O)C>>[C:2]([NH:4][C@H:5]([C:8]([NH:10][CH2:11][CH2:12][S:13][C:14](=[O:15])[CH3:16])=[O:9])[CH2:6][S:7][C:31]([C:32]1[CH:37]=[CH:36][CH:35]=[CH:34][CH:33]=1)([C:44]1[CH:45]=[CH:46][CH:47]=[CH:48][CH:49]=1)[C:38]1[CH:39]=[CH:40][CH:41]=[CH:42][CH:43]=1)(=[O:3])[CH3:1] |f:3.4|. Procedure details: The first process for the preparation of the compound I-152 (scheme 1) corresponds to the process for the preparation of the compound of general formula (I) described above and involves correctly protected L-cysteine. This preparation process is characterized in that it comprises the following stages (i) of coupling of N-acetyl-S-trityl-L-cysteine (7) with S-acetylcysteamine hydrochloride to provide the compound N-(N-acetyl-S-trityl-L-cysteinyl)-S-acetylcysteamine (8); then (ii) of S-detritylati...